From a dataset of the Open Reaction Database (ORD), a public repository of structured organic reaction records. describe an organic reaction: reactants, conditions, products, and yield Starting materials: [H-].[Na+] (Sodium hydride), Cl (HCl), FC=1C=C(C(=C(C1)CC#N)OC)OCC1=CC=CC=C1 ({5-fluoro-2-(methyloxy)-3-[(phenylmethyl)oxy]phenyl}acetonitrile), C(C)(=O)C=1NC=CN1 (acetylimidazole). The solvent is O (Water), C1CCOC1 (THF), C(C)(=O)OCC (Ethyl acetate). Conditions: temperature 40 celsius. Product: FC=1C=C(C(=C(C1)C(C#N)C(C)=O)OC)OCC1=CC=CC=C1 (2-{5-fluoro-2-(methyloxy)-3-[(phenylmethyl)oxy]phenyl}-3-oxobutanenitrile). Isolated yield 80.0%. As a reaction SMILES: [F:1][C:2]1[CH:3]=[C:4]([O:13][CH2:14][C:15]2[CH:20]=[CH:19][CH:18]=[CH:17][CH:16]=2)[C:5]([O:11][CH3:12])=[C:6]([CH2:8][C:9]#[N:10])[CH:7]=1.[H-].[Na+].[C:23](C1NC=CN=1)(=[O:25])[CH3:24].Cl>C1COCC1.C(OCC)(=O)C.O>[F:1][C:2]1[CH:3]=[C:4]([O:13][CH2:14][C:15]2[CH:20]=[CH:19][CH:18]=[CH:17][CH:16]=2)[C:5]([O:11][CH3:12])=[C:6]([CH:8]([C:23](=[O:25])[CH3:24])[C:9]#[N:10])[CH:7]=1 |f:1.2|. Procedure details: A solution of {5-fluoro-2-(methyloxy)-3-[(phenylmethyl)oxy]phenyl}acetonitrile (5.3 g, 19.5 mmol) in THF (60 mL) was cooled to 0° C. Sodium hydride (60% dispersion in mineral oil, 1.64 g, 41 mmol) was added followed by acetylimidazole (3.2 g, 29.3 mmol). The mixture was heated to 40° C. for 15 min before cooling to rt. Water was added, and this mixture was acidified with 1 N HCl (45 mL). Ethyl acetate was added and the layers were partitioned. The aqueous phase was extracted with ethyl acetate. ... As a reaction SMILES: [Li]CCCC.[F:6][C:7]1[CH:16]=[CH:15][C:10]2[S:11][CH:12]=[C:13]([CH3:14])[C:9]=2[CH:8]=1.[Cl:17][CH2:18][CH2:19][CH2:20]I.[NH4+].[Cl-]>C1COCC1.[Cu]I>[Cl:17][CH2:18][CH2:19][CH2:20][C:12]1[S:11][C:10]2[CH:15]=[CH:16][C:7]([F:6])=[CH:8][C:9]=2[C:13]=1[CH3:14] |f:3.4|. Isolated yield 37.1%. The reagents and catalysts are [Cu]I (copper (1) iodide). Procedure details: n-BuLi in heptanes (1.5 ml, 2.4 mmol, 1.6M) was added drop wise to 5-fluoro-3-methyl-benzo[b]thiophene (332 mg, 2.0 mmol) in THF (5 ml) at −20° C. under argon. The reaction mixture was stirred at −15° C. for 30 min, then 1-chloro-3-iodopropane (322 μl, 3.0 mmol) and copper (1) iodide (38 mg, 0.2 mmol) were added. The reaction was stirred at −15° C. for 1 h, then NH4Cl (sat'd aq., 5 ml) was added. The product was extracted with diethyl ether (2×30 ml) and the organic layer was washed with brine (... Reaction conditions: temperature -15 celsius, time 30 minute. Product: ClCCCC1=C(C2=C(S1)C=CC(=C2)F)C (2-(3-chloro-propyl)-5-fluoro-3-methyl-benzo[b]thiophene). Reactants: ClCCCI (1-chloro-3-iodopropane), [Li]CCCC (n-BuLi), heptanes, FC1=CC2=C(SC=C2C)C=C1 (5-fluoro-3-methyl-benzo[b]thiophene), [NH4+].[Cl-] (NH4Cl). Run in C1CCOC1 (THF). Starting materials: O=C1c2c(O)cccc2C(Br)c2cccc(O)c21, ClCCl, OCCS. Product: O=C1c2c(O)cccc2C(SCCO)c2cccc(O)c21. RXN SMILES: [Br:1][CH:2]1[c:3]2[cH:4][cH:5][cH:6][c:7]([OH:18])[c:8]2[C:9](=[O:17])[c:10]2[c:11]([OH:16])[cH:12][cH:13][cH:14][c:15]21.[Cl:23][CH2:24][Cl:25].[SH:19][CH2:20][CH2:21][OH:22]>>[CH:2]1([S:19][CH2:20][CH2:21][OH:22])[c:3]2[cH:4][cH:5][cH:6][c:7]([OH:18])[c:8]2[C:9](=[O:17])[c:10]2[c:11]([OH:16])[cH:12][cH:13][cH:14][c:15]21. Starting materials: [Li]CCCC (n-BuLi), solution, C(CCC)[Sn](\C=C\C(CCCCC)O[Si](C)(C)C)(CCCC)CCCC (trans-1-Tributylstannyl-3-trimethylsilyloxy-1-octene), enone(±)-1, C#CCCC (1-pentyne), [Li]CCCC (n-BuLi), solution, organocopper, (C3H7C≡CCuR)Li, C(CCC)[Sn](\C=C\C(CCCCC)O[Si](C)(C)C)(CCCC)CCCC (trans-1-Tributylstannyl-3-trimethylsilyloxy-1-octene). The reagents and catalysts are [Cu]I.C(CCC)P(CCCC)CCCC (copper (I) iodide tri-n-butylphosphine). The solvent is C1CCOC1 (THF), CCOCC (Et2O), CCOCC (Et2O), C1CCOC1 (THF). Conditions: time 10 minute. The product is [Li]\C=C\C(CCCCC)O[Si](C)(C)C (trans-1-lithio-3-trimethylsilyloxy-1-octene), 57. Reaction SMILES: C#CCCC.[Li:6]CCCC.C([Sn](CCCC)(CCCC)/[CH:16]=[CH:17]/[CH:18]([O:24][Si:25]([CH3:28])([CH3:27])[CH3:26])[CH2:19][CH2:20][CH2:21][CH2:22][CH3:23])CCC>CCOCC.C1COCC1.[Cu]I.C(P(CCCC)CCCC)CCC>[Li:6]/[CH:16]=[CH:17]/[CH:18]([O:24][Si:25]([CH3:28])([CH3:27])[CH3:26])[CH2:19][CH2:20][CH2:21][CH2:22][CH3:23] |f:5.6|. Procedure details: Mixed Homocuprate (C3H7C≡CCuR)Li. A solution of 1-pentyne (0.07 mL, 0.70 mmol) in dry Et2O (2 mL) was treated with n-BuLi (0.44 mL of a 1.6M solution, 0.70 mmol) at 0° C. and stirred for 10 min. A solution of copper (I) iodide/tri-n-butylphosphine complex (CuI.Bu3P, 0.27 g, 0.69 mmol) in dry THF (1 mL) was added. The yellow, homogeneous solution was warmed to room temperature and stirred for 10 min. Concurrently, trans-1-lithio-3-trimethylsilyloxy-1-octene (51) was prepared by addition of n-BuLi... Reactants: C1(=CC=CC=C1)C(=O)C=1N=C2N(C=C(C=C2)C(F)(F)F)C1 (phenyl[6-(trifluoromethyl)imidazo[1,2-a]pyridin-2-yl]methanone), C(C)OCC (diethyl ether), solution, Cl (hydrogen chloride). Run in CO (methanol), O1CCOCC1 (dioxane). Conditions: time 16 hour. The product is Cl.C1(=CC=CC=C1)C(=O)C=1N=C2N(C=C(C=C2)C(F)(F)F)C1 (phenyl[6-(trifluoromethyl)imidazo[1,2-a]pyridin-2-yl]methanone hydrochloride). Reaction SMILES: [C:1]1([C:7]([C:9]2[N:10]=[C:11]3[CH:16]=[CH:15][C:14]([C:17]([F:20])([F:19])[F:18])=[CH:13][N:12]3[CH:21]=2)=[O:8])[CH:6]=[CH:5][CH:4]=[CH:3][CH:2]=1.[ClH:22].C(OCC)C>CO.O1CCOCC1>[ClH:22].[C:1]1([C:7]([C:9]2[N:10]=[C:11]3[CH:16]=[CH:15][C:14]([C:17]([F:20])([F:18])[F:19])=[CH:13][N:12]3[CH:21]=2)=[O:8])[CH:6]=[CH:5][CH:4]=[CH:3][CH:2]=1 |f:5.6|. Procedure: 120 mg of phenyl[6-(trifluoromethyl)imidazo[1,2-a]pyridin-2-yl]methanone are taken up in 2 mL of methanol and the solution is treated with 2 mL of a 4N solution of hydrogen chloride in dioxane and then with 2 mL of diethyl ether. The solution is stirred for 16 hours at room temperature and then concentrated under reduced pressure. The solid obtained is dried to give 85 mg of phenyl[6-(trifluoromethyl)imidazo[1,2-a]pyridin-2-yl]methanone hydrochloride (1:1) in the form of a beige-colored solid. Procedure details: 200 mg (0.55 mmol) 7-bromo-2-chloro-4-(piperazin-1-yl)-5H-pyrimido[5,4-b]indole and 1.64 ml (1.64 mmol) 1 M NaOEt solution (EtOH) in 6 ml EtOH were heated in a microwave oven to 130° C. for 3 h. Then, the solvent was removed and the residue was suspended in water and sucked off. 200 mg (97%) of the title substance was obtained. ESI-MS [m/z]: 376, 378 [M+H]+ Yields the product BrC=1C=CC=2C3=C(NC2C1)C(=NC(=N3)OCC)N3CCNCC3 (7-bromo-2-ethoxy-4-(piperazin-1-yl)-5H-pyrimido[5,4-b]indole). Run in CCO (EtOH). Starting materials: BrC=1C=CC=2C3=C(NC2C1)C(=NC(=N3)Cl)N3CCNCC3 (7-bromo-2-chloro-4-(piperazin-1-yl)-5H-pyrimido[5,4-b]indole), CC[O-].[Na+] (NaOEt). RXN SMILES: [Br:1][C:2]1[CH:3]=[CH:4][C:5]2[C:6]3[N:14]=[C:13](Cl)[N:12]=[C:11]([N:16]4[CH2:21][CH2:20][NH:19][CH2:18][CH2:17]4)[C:7]=3[NH:8][C:9]=2[CH:10]=1.[CH3:22][CH2:23][O-:24].[Na+]>CCO>[Br:1][C:2]1[CH:3]=[CH:4][C:5]2[C:6]3[N:14]=[C:13]([O:24][CH2:23][CH3:22])[N:12]=[C:11]([N:16]4[CH2:21][CH2:20][NH:19][CH2:18][CH2:17]4)[C:7]=3[NH:8][C:9]=2[CH:10]=1 |f:1.2|. Reactants: O=C=NCCCCBr, ClCCl, CCOC(=O)CC(C)(C)N. The product is CCOC(=O)CC(C)(C)NC(=O)NCCCCBr. As a reaction SMILES: [Br:1][CH2:2][CH2:3][CH2:4][CH2:5][N:6]=[C:7]=[O:8].[CH2:19]([Cl:20])[Cl:21].[NH2:9][C:10]([CH2:11][C:12](=[O:13])[O:14][CH2:15][CH3:16])([CH3:17])[CH3:18]>>[Br:1][CH2:2][CH2:3][CH2:4][CH2:5][NH:6][C:7](=[O:8])[NH:9][C:10]([CH2:11][C:12](=[O:13])[O:14][CH2:15][CH3:16])([CH3:17])[CH3:18]. Starting materials: Brc1cnc2nnn(Cc3cccc(-c4ncc(OCCN5CCOCC5)cn4)c3)c2n1, Cn1cc(B2OC(C)(C)C(C)(C)O2)cn1, COCCOC, [K+], [K+], [K+], O, O, O, O=P([O-])([O-])[O-]. The product is Cn1cc(-c2cnc3nnn(Cc4cccc(-c5ncc(OCCN6CCOCC6)cn5)c4)c3n2)cn1. As a reaction SMILES: [Br:1][c:2]1[cH:3][n:4][c:5]2[c:6]([n:7]1)[n:8]([CH2:11][c:12]1[cH:13][c:14](-[c:18]3[n:19][cH:20][c:21]([O:24][CH2:25][CH2:26][N:27]4[CH2:28][CH2:29][O:30][CH2:31][CH2:32]4)[cH:22][n:23]3)[cH:15][cH:16][cH:17]1)[n:9][n:10]2.[CH3:44][n:45]1[n:46][cH:47][c:48]([B:50]2[O:51][C:52]([CH3:53])([CH3:54])[C:55]([CH3:56])([CH3:57])[O:58]2)[cH:49]1.[CH3:59][O:60][CH2:61][CH2:62][O:63][CH3:64].[K+:41].[K+:42].[K+:43].[OH2:33].[OH2:34].[OH2:35].[P:36]([O-:37])([O-:38])([O-:39])=[O:40]>>[c:2]1(-[c:48]2[cH:47][n:46][n:45]([CH3:44])[cH:49]2)[cH:3][n:4][c:5]2[c:6]([n:7]1)[n:8]([CH2:11][c:12]1[cH:13][c:14](-[c:18]3[n:19][cH:20][c:21]([O:24][CH2:25][CH2:26][N:27]4[CH2:28][CH2:29][O:30][CH2:31][CH2:32]4)[cH:22][n:23]3)[cH:15][cH:16][cH:17]1)[n:9][n:10]2.